describe an organic reaction: reactants, conditions, products, and yield From a dataset of the Open Reaction Database (ORD), a public repository of structured organic reaction records. Starting materials: C(C)I (ethyl iodide), C1(CCCCC1)C=1NC2=CC=C(C=C2C1)[N+](=O)[O-] (2-cyclohexyl-5-nitro-1H-indole). Solvent: C(=O)(O)[O-].[Na+] (NaHCO3), CN(C)C=O (DMF), CN(C)C=O (DMF). Reaction conditions: time 30 minute. The product is C1(CCCCC1)C=1N(C2=CC=C(C=C2C1)[N+](=O)[O-])CC (2-cyclohexyl-1-ethyl-5-nitro-1H-indole). The yield is 86.0%. As a reaction SMILES: [CH:1]1([C:7]2[NH:8][C:9]3[C:14]([CH:15]=2)=[CH:13][C:12]([N+:16]([O-:18])=[O:17])=[CH:11][CH:10]=3)[CH2:6][CH2:5][CH2:4][CH2:3][CH2:2]1.[CH2:19](I)[CH3:20]>CN(C=O)C.C([O-])(O)=O.[Na+]>[CH:1]1([C:7]2[N:8]([CH2:19][CH3:20])[C:9]3[C:14]([CH:15]=2)=[CH:13][C:12]([N+:16]([O-:18])=[O:17])=[CH:11][CH:10]=3)[CH2:2][CH2:3][CH2:4][CH2:5][CH2:6]1 |f:3.4|. Procedure details: To a solution of 2-cyclohexyl-5-nitro-1H-indole (5 g; 20.5 mmol) in DMF (100 ml) sodium hydride (50% suspension) (1 g, 20.5 mmol) was added; the mixture was left under stirring for 30 minutes, then ethyl iodide (2.5 ml; 30.8 mmol) in DMF (10 ml) was added dropwise and the resulting mixture was left under stirring at room temperature for 18 hours. The reaction mixture was poured in NaHCO3 (saturated solution, 100 ml) and stirred for 30 minutes. The solid was filtered under vacuum to give 2-cycloh... Reactants: Cl.Cl.N1(CCCCC1)CCCOC(=O)C1=CC=2C(C3=CC(=CC=C3C2C=C1)C(=O)OCCCN1CCCCC1)=O (bis(3-piperidinopropyl)-9-oxofluorene-2,7-dicarboxylate dihydrochloride), [BH4-].[Na+] (NaBH4). Solvent: O (water), O (water). Product: O.Cl.Cl.OC1C2=CC(=CC=C2C=2C=CC(=CC12)C(=O)OCCCN1CCCCC1)C(=O)OCCCN1CCCCC1 (bis(3-piperidinopropyl) 9-hydroxyfluorene-2,7-dicarboxylate dihydrochloride hydrate). Reaction SMILES: [ClH:1].Cl.[N:3]1([CH2:9][CH2:10][CH2:11][O:12][C:13]([C:15]2[CH:27]=[CH:26][C:25]3[C:24]4[C:19](=[CH:20][C:21]([C:28]([O:30][CH2:31][CH2:32][CH2:33][N:34]5[CH2:39][CH2:38][CH2:37][CH2:36][CH2:35]5)=[O:29])=[CH:22][CH:23]=4)[C:18](=[O:40])[C:17]=3[CH:16]=2)=[O:14])[CH2:8][CH2:7][CH2:6][CH2:5][CH2:4]1.[BH4-].[Na+]>O>[OH2:12].[ClH:1].[ClH:1].[OH:40][CH:18]1[C:19]2[CH:20]=[C:21]([C:28]([O:30][CH2:31][CH2:32][CH2:33][N:34]3[CH2:39][CH2:38][CH2:37][CH2:36][CH2:35]3)=[O:29])[CH:22]=[CH:23][C:24]=2[C:25]2[C:17]1=[CH:16][C:15]([C:13]([O:12][CH2:11][CH2:10][CH2:9][N:3]1[CH2:8][CH2:7][CH2:6][CH2:5][CH2:4]1)=[O:14])=[CH:27][CH:26]=2 |f:0.1.2,3.4,6.7.8.9|. Reported procedure: A solution of 10.3 g (0.020 mole) of bis(3-piperidinopropyl)-9-oxofluorene-2,7-dicarboxylate dihydrochloride in 350 ml of warm water is cooled to room temperature and added to 3 g (0.079 mole) of NaBH4 in 15 ml of water with swirling. The resulting product is extracted 5 times with ether, and the combined ether extracts are washed with water, then with NaCl solution, and dried over anhydrous MgSO4. The mixture is filtered, the filtrate treated with ethereal HCl and most of the solvent distilled ...